Dataset: the Open Reaction Database (ORD), a public repository of structured organic reaction records. Task: describe an organic reaction: reactants, conditions, products, and yield The reactants are C(C)O (ethanol), ClC(=O)OC(CC(C)(OOC(=O)OCC)C)C (1,3-dimethyl-3(ethoxycarbonylperoxy)butyl chloroformate), N1=CC=CC=C1 (pyridine). Run in C(C)OCC (diethyl ether), C(C)OCC (diethyl ether). Yields the product C(OC(CC(C)(OOC(=O)OCC)C)C)(OCC)=O (1,3-Dimethyl-3-(ethoxycarbonylperoxy)butyl ethyl carbonate). As a reaction SMILES: Cl[C:2]([O:4][CH:5]([CH3:17])[CH2:6][C:7]([CH3:16])([O:9][O:10][C:11]([O:13][CH2:14][CH3:15])=[O:12])[CH3:8])=[O:3].C([OH:20])C.N1[CH:26]=[CH:25]C=CC=1>C(OCC)C>[C:2](=[O:20])([O:3][CH2:25][CH3:26])[O:4][CH:5]([CH3:17])[CH2:6][C:7]([CH3:16])([O:9][O:10][C:11]([O:13][CH2:14][CH3:15])=[O:12])[CH3:8]. Reported procedure: To a solution of 24.4 g. (0.0786 mole) of (86.4%) 1,3-dimethyl-3(ethoxycarbonylperoxy)butyl chloroformate in 100 ml of diethyl ether, cooled at 10°±1° C was added a solution of 4.6 g (0.1 mole) of ethanol and 7.9 g. (0.1 mole) of pyridine in 25 ml of diethyl ether over a period of 20 minutes. Starting materials: C(CCC)S(=O)(=O)Cl (Butylsulfonyl chloride), CS(=O)(=O)N1CCC(CC1)NC(=O)NC1=CC=C(C=C1)C(F)(F)F (1-(1-(methylsulfonyl)piperidin-4-yl)-3-(4-(trifluoromethyl)phenyl)urea). Yields the product C(CCC)S(=O)(=O)N1CCC(CC1)NC(=O)NC1=CC=C(C=C1)C(F)(F)F (1-(1-(butylsulfonyl)piperidin-4-yl)-3-(4-(trifluoromethyl)phenyl)urea). The yield is 66.0%. Reaction SMILES: [CH2:1]([S:5](Cl)(=[O:7])=[O:6])[CH2:2][CH2:3][CH3:4].CS([N:13]1[CH2:18][CH2:17][CH:16]([NH:19][C:20]([NH:22][C:23]2[CH:28]=[CH:27][C:26]([C:29]([F:32])([F:31])[F:30])=[CH:25][CH:24]=2)=[O:21])[CH2:15][CH2:14]1)(=O)=O>>[CH2:1]([S:5]([N:13]1[CH2:18][CH2:17][CH:16]([NH:19][C:20]([NH:22][C:23]2[CH:28]=[CH:27][C:26]([C:29]([F:30])([F:31])[F:32])=[CH:25][CH:24]=2)=[O:21])[CH2:15][CH2:14]1)(=[O:7])=[O:6])[CH2:2][CH2:3][CH3:4]. Procedure details: Butylsulfonyl chloride (76 mg, 0.487 mmol) was reacted with PTU (70 mg, 0.244 mmol) as the same manner as the synthesis of 1-(1-(methylsulfonyl)piperidin-4-yl)-3-(4-(trifluoromethyl)phenyl)urea yielding the final product (65 mg, 0.160 mmol, 66% yield). 1H NMR (d6-DMSO, 300 Mhz): δ 8.78 (s, 1H), 7.57 (s, 4H), 6.38 (d, J=7.5 Hz, 1H), 4.19 (d, J=Hz, 1H), 3.82 (d, J=Hz, 1H), 3.73 (m, 1H), 3.18 (t, J=12.4 Hz, 1H), 2.82 (m, 1H), 2.78 (t, J=Hz, 1H), 1.80 (t, J=9.6, 2H), 1.43 (m, 2H), 0.97 (s, 6H).